From a dataset of the Open Reaction Database (ORD), a public repository of structured organic reaction records. describe an organic reaction: reactants, conditions, products, and yield The reactants are [OH-].[Na+] (Sodium hydroxide), C1(CCCCC1)C1=C(C(=C(C=C1C)S(=O)(=O)N)C)S(=O)(=O)N (cyclohexyl-2,5-dimethyl-1,3-benzenedisulfonamide), CC(C)O (2-propanol), C(Cl)C1CO1 (Epichlorohydrin). The reagents and catalysts are [Cl-].C(C)[N+](CC)(CC)CC (tetraethyl ammonium chloride). Conditions: time 2 hour. The product is C1(CCCCC1)C1=C(C(=C(C(=C1S(=O)(=O)N)C)S(=O)(=O)N)C1CCCCC1)C (bis(cyclohexyl)-2,5-dimethyl-1,3-benzenedisulfonamide). Reaction SMILES: [CH:1]1([C:7]2[C:12]([CH3:13])=[CH:11][C:10]([S:14]([NH2:17])(=[O:16])=[O:15])=[C:9]([CH3:18])[C:8]=2[S:19]([NH2:22])(=[O:21])=[O:20])[CH2:6][CH2:5][CH2:4][CH2:3][CH2:2]1.[OH-].[Na+].[CH2:25]([CH:27]1O[CH2:28]1)Cl.[CH3:30][CH:31](O)[CH3:32]>[Cl-].C([N+](CC)(CC)CC)C>[CH:27]1([C:11]2[C:10]([S:14]([NH2:17])(=[O:16])=[O:15])=[C:9]([CH3:18])[C:8]([S:19]([NH2:22])(=[O:21])=[O:20])=[C:7]([CH:1]3[CH2:2][CH2:3][CH2:4][CH2:5][CH2:6]3)[C:12]=2[CH3:13])[CH2:28][CH2:32][CH2:31][CH2:30][CH2:25]1 |f:1.2,5.6|. Procedure: N,N*-cyclohexyl-2,5-dimethyl-1,3-benzenedisulfonamide (3.21 g, 0.0075 mol) was dissolved in 2-propanol (100 ml). 50% Sodium hydroxide (1.20 g) and tetraethyl ammonium chloride (0.05 g) were added to the solution and the solution refluxed for 1 hr. Epichlorohydrin (5 g) was added and the solution refluxed for 12.5 hrs and cooled to room temperature. The solvent, 2-propanol was removed in vacuo and the residue dissolved in dichloromethane and washed (2×) with water, dried over anhydrous MgSO4 and ... Yields the product CCCCCCCCCCCCCCCCCCOCC(COC(c1ccccc1)(c1ccccc1)c1ccccc1)OC(=O)c1ccccc1. Starting materials: CCCCCCCCCCCCCCCCCCOCC(O)COC(c1ccccc1)(c1ccccc1)c1ccccc1, O=C(Cl)c1ccccc1, ClCCl, c1ccncc1. RXN SMILES: [C:1]([c:2]1[cH:3][cH:4][cH:5][cH:6][cH:7]1)([c:8]1[cH:9][cH:10][cH:11][cH:12][cH:13]1)([c:14]1[cH:15][cH:16][cH:17][cH:18][cH:19]1)[O:20][CH2:21][CH:22]([OH:23])[CH2:24][O:25][CH2:26][CH2:27][CH2:28][CH2:29][CH2:30][CH2:31][CH2:32][CH2:33][CH2:34][CH2:35][CH2:36][CH2:37][CH2:38][CH2:39][CH2:40][CH2:41][CH2:42][CH3:43].[C:50]([c:51]1[cH:52][cH:53][cH:54][cH:55][cH:56]1)(=[O:57])[Cl:58].[Cl:59][CH2:60][Cl:61].[cH:44]1[cH:45][cH:46][n:47][cH:48][cH:49]1>>[C:1]([c:2]1[cH:3][cH:4][cH:5][cH:6][cH:7]1)([c:8]1[cH:9][cH:10][cH:11][cH:12][cH:13]1)([c:14]1[cH:15][cH:16][cH:17][cH:18][cH:19]1)[O:20][CH2:21][CH:22]([O:23][C:50]([c:51]1[cH:52][cH:53][cH:54][cH:55][cH:56]1)=[O:57])[CH2:24][O:25][CH2:26][CH2:27][CH2:28][CH2:29][CH2:30][CH2:31][CH2:32][CH2:33][CH2:34][CH2:35][CH2:36][CH2:37][CH2:38][CH2:39][CH2:40][CH2:41][CH2:42][CH3:43].